From a dataset of the Open Reaction Database (ORD), a public repository of structured organic reaction records. describe an organic reaction: reactants, conditions, products, and yield The reactants are [Al+3], CCOC(=O)CC(c1ccc(Cl)cc1)c1c[nH]c2c(CSCC)cccc12, Cl, [H-], [H-], [H-], [H-], [Li+], C1CCOC1. The product is CCSCc1cccc2c(C(CCO)c3ccc(Cl)cc3)c[nH]c12. Reaction SMILES: [Al+3:29].[Cl:1][c:2]1[cH:3][cH:4][c:5]([CH:8]([CH2:9][C:10](=[O:11])[O:12][CH2:13][CH3:14])[c:15]2[cH:16][nH:17][c:18]3[c:19]([CH2:24][S:25][CH2:26][CH3:27])[cH:20][cH:21][cH:22][c:23]23)[cH:6][cH:7]1.[ClH:34].[H-:28].[H-:31].[H-:32].[H-:33].[Li+:30].[O:35]1[CH2:36][CH2:37][CH2:38][CH2:39]1>>[Cl:1][c:2]1[cH:3][cH:4][c:5]([CH:8]([CH2:9][CH2:10][OH:11])[c:15]2[cH:16][nH:17][c:18]3[c:19]([CH2:24][S:25][CH2:26][CH3:27])[cH:20][cH:21][cH:22][c:23]23)[cH:6][cH:7]1. Reactants: CC1(C)OB(c2ccc(CBr)cc2)OC1(C)C, C[Si](C)(C)[N-][Si](C)(C)C, CC(=O)O, Cc1ccccc1, [Li+], CCOC(=O)C1CCC(=O)N1, C1CCOC1. Product: CCOC(=O)C1(Cc2ccc(B3OC(C)(C)C(C)(C)O3)cc2)CCC(=O)N1. As a reaction SMILES: [Br:22][CH2:23][c:24]1[cH:25][cH:26][c:27]([B:30]2[O:31][C:32]([CH3:37])([CH3:38])[C:33]([CH3:35])([CH3:36])[O:34]2)[cH:28][cH:29]1.[CH3:12][Si:13]([CH3:14])([CH3:15])[N-:16][Si:17]([CH3:18])([CH3:19])[CH3:20].[CH3:39][C:40](=[O:41])[OH:42].[CH3:48][c:49]1[cH:50][cH:51][cH:52][cH:53][cH:54]1.[Li+:21].[O:1]=[C:2]1[CH2:3][CH2:4][CH:5]([C:7](=[O:8])[O:9][CH2:10][CH3:11])[NH:6]1.[O:43]1[CH2:44][CH2:45][CH2:46][CH2:47]1>>[O:1]=[C:2]1[CH2:3][CH2:4][C:5]([C:7](=[O:8])[O:9][CH2:10][CH3:11])([CH2:23][c:24]2[cH:25][cH:26][c:27]([B:30]3[O:31][C:32]([CH3:37])([CH3:38])[C:33]([CH3:35])([CH3:36])[O:34]3)[cH:28][cH:29]2)[NH:6]1. Reactants: C(C=O)(=O)O (glyoxylic acid), C1(=CC=C(C=C1)S(=O)(=O)O)C (p-toluenesulfonic acid), C(C)(C)(C)C1=C(C=CC(=C1)Cl)O (2-tert-butyl-4-chlorophenol), C(C=O)(=O)O (glyoxylic acid). The solvent is ClCCCl (1,2-dichloroethane). Run at time 18 hour. Yields the product C(C)(C)(C)C1=CC(=CC=2C(C(OC21)=O)O)Cl (7-tert-butyl-5-chloro-3-hydroxy-3H-benzofuran-2-one). Reaction SMILES: [C:1]([C:5]1[CH:10]=[C:9]([Cl:11])[CH:8]=[CH:7][C:6]=1[OH:12])([CH3:4])([CH3:3])[CH3:2].[C:13](O)(=[O:16])[CH:14]=[O:15].C1(C)C=CC(S(O)(=O)=O)=CC=1>ClCCCl>[C:1]([C:5]1[C:6]2[O:12][C:14](=[O:15])[CH:13]([OH:16])[C:7]=2[CH:8]=[C:9]([Cl:11])[CH:10]=1)([CH3:4])([CH3:2])[CH3:3]. Procedure: 2.8 g of 2-tert-butyl-4-chlorophenol [J. Amer. Chem. Soc. 78, 4604 (1956)] are heated under reflux with 2.45 g of 50% by weight aqueous glyoxylic acid and 50 mg of p-toluenesulfonic acid in 20 ml of 1,2-dichloroethane for 3¼ hours. A further 2.45 g of 50% by weight aqueous glyoxylic acid are then added and boiling is continued for 18 hours. The reaction mixture is then washed with water, dried over MgSO4 and concentrated by evaporation using a rotary evaporator. Crystallisation of the residue fr... The reactants are NCCCCN1C(=NC=2C(=NC=3C=CC=CC3C21)N)CCOC (1-(4-aminobutyl)-2-(2-methoxyethyl)-1H-imidazo[4,5-c]quinolin-4-amine), C(C)(C)(C)C1=CC=C(C=C1)S(=O)(=O)N1[C@H](C(=O)O)CCC1 (N-(4-tert-butylphenylsulfonyl)-L-proline). Product: NC1=NC=2C=CC=CC2C2=C1N=C(N2CCCCNC([C@H]2N(CCC2)S(=O)(=O)C2=CC=C(C=C2)C(C)(C)C)=O)CCOC (N-{4-[4-amino-2-(2-methoxyethyl)-1H-imidazo[4,5-c]quinolin-1-yl]butyl}-1-[(4-tert-butylphenyl)sulfonyl]-L-prolinamide). Yield: 15.8%. RXN SMILES: [NH2:1][CH2:2][CH2:3][CH2:4][CH2:5][N:6]1[C:18]2[C:17]3[CH:16]=[CH:15][CH:14]=[CH:13][C:12]=3[N:11]=[C:10]([NH2:19])[C:9]=2[N:8]=[C:7]1[CH2:20][CH2:21][O:22][CH3:23].[C:24]([C:28]1[CH:33]=[CH:32][C:31]([S:34]([N:37]2[CH2:44][CH2:43][CH2:42][C@H:38]2[C:39](O)=[O:40])(=[O:36])=[O:35])=[CH:30][CH:29]=1)([CH3:27])([CH3:26])[CH3:25]>>[NH2:19][C:10]1[C:9]2[N:8]=[C:7]([CH2:20][CH2:21][O:22][CH3:23])[N:6]([CH2:5][CH2:4][CH2:3][CH2:2][NH:1][C:39](=[O:40])[C@@H:38]3[CH2:42][CH2:43][CH2:44][N:37]3[S:34]([C:31]3[CH:32]=[CH:33][C:28]([C:24]([CH3:26])([CH3:25])[CH3:27])=[CH:29][CH:30]=3)(=[O:36])=[O:35])[C:18]=2[C:17]2[CH:16]=[CH:15][CH:14]=[CH:13][C:12]=2[N:11]=1. Procedure details: Using the general method of Example 181 1-(4-aminobutyl)-2-(2-methoxyethyl)-1H-imidazo[4,5-c]quinolin-4-amine (400 mg, 1.28 mmol) was reacted with N-(4-tert-butylphenylsulfonyl)-L-proline (477 mg, 1.53 mmol) to provide 123 mg of N-{4-[4-amino-2-(2-methoxyethyl)-1H-imidazo[4,5-c]quinolin-1-yl]butyl}-1-[(4-tert-butylphenyl)sulfonyl]-L-prolinamide as a brown oil. The reactants are C(C)(C)NC(=O)C=1N(C(=CC(C1OCC1=CC=CC=C1)=O)CNS(=O)(=O)C1=CC=CC=C1)C (6-(benzenesulfonylamino-methyl)-3-benzyloxy-1-methyl-4-oxo-1,4-dihydro-pyridine-2-carboxylic acid isopropyl amide), C1(=CC=CC=C1)S(=O)(=O)C(C1=CC(C(=C(N1C)C(=O)O)O)=O)N (6-(benzene sulfonyl amino-methyl)-3-hydroxy-1-methyl-4-oxo-1,4-dihydro-pyridine-2-carboxylic acid). The product is C(C)(C)NC(=O)C=1N(C(=CC(C1O)=O)C(N)S(=O)(=O)C1=CC=CC=C1)C (6-(Benzene sulfonyl amino-methyl)-3-hydroxy-1-methyl-4-oxo-1,4-dihydro-pyridine-2-carboxylic acid isopropyl amide). The yield is 48.6%. Reaction SMILES: [CH:1]([NH:4][C:5]([C:7]1[N:8]([CH3:33])[C:9]([CH2:22][NH:23]S(C2C=CC=CC=2)(=O)=O)=[CH:10][C:11](=[O:21])[C:12]=1[O:13]CC1C=CC=CC=1)=[O:6])([CH3:3])[CH3:2].[C:34]1([S:40](C(N)C2N(C)C(C(O)=O)=C(O)C(=O)C=2)(=[O:42])=[O:41])[CH:39]=[CH:38][CH:37]=[CH:36][CH:35]=1>>[CH:1]([NH:4][C:5]([C:7]1[N:8]([CH3:33])[C:9]([CH:22]([S:40]([C:34]2[CH:39]=[CH:38][CH:37]=[CH:36][CH:35]=2)(=[O:42])=[O:41])[NH2:23])=[CH:10][C:11](=[O:21])[C:12]=1[OH:13])=[O:6])([CH3:2])[CH3:3]. Reported procedure: 6-(Benzene sulfonyl amino-methyl)-3-hydroxy-1-methyl-4-oxo-1,4-dihydro-pyridine-2-carboxylic acid isopropyl amide (18-01) (110.0 mg, 48.56%, purified by Prep-HPLC) was synthesized as an off white solid from 6-(benzene sulfonyl amino-methyl)-3-benzyloxy-1-methyl-4-oxo-1,4-dihydro-pyridine-2-carboxylic acid isopropyl amide (17-01) (280.0 mg, 0.597 mmol) following the procedure described for 6-(benzene sulfonyl amino-methyl)-3-hydroxy-1-methyl-4-oxo-1,4-dihydro-pyridine-2-carboxylic acid (14-01). As a reaction SMILES: [Br:18][c:19]1[cH:20][cH:21][c:22]([I:23])[c:24]([S:25]([CH3:26])(=[O:27])=[O:28])[cH:29]1.[Br:1][c:2]1[cH:3][c:4]([S:14](=[O:15])(=[O:16])[CH3:17])[c:5](-[c:8]2[cH:9][cH:10][cH:11][cH:12][cH:13]2)[cH:6][cH:7]1.[Cl:30][c:31]1[cH:32][cH:33][cH:34][cH:35][c:36]1[B:37]([OH:38])[OH:39]>>[Br:1][c:2]1[cH:3][c:4]([S:14](=[O:15])(=[O:16])[CH3:17])[c:5](-[c:8]2[c:9]([Cl:30])[cH:10][cH:11][cH:12][cH:13]2)[cH:6][cH:7]1. Product: CS(=O)(=O)c1cc(Br)ccc1-c1ccccc1Cl. Starting materials: CS(=O)(=O)c1cc(Br)ccc1I, CS(=O)(=O)c1cc(Br)ccc1-c1ccccc1, OB(O)c1ccccc1Cl. Starting materials: C1CCOC1, CO, COC(=O)c1cc(Oc2cnc(C(=O)N3CC(F)C3)c(F)c2)c2c(c1)OC(C)(C)C2, [Na+], [OH-]. Yields the product CC1(C)Cc2c(Oc3cnc(C(=O)N4CC(F)C4)c(F)c3)cc(C(=O)O)cc2O1. As a reaction SMILES: [CH2:35]1[O:36][CH2:37][CH2:38][CH2:39]1.[CH3:31][OH:32].[F:1][c:2]1[cH:3][c:4]([O:15][c:16]2[cH:17][c:18]([C:27](=[O:28])[O:29][CH3:30])[cH:19][c:20]3[c:21]2[CH2:22][C:23]([CH3:25])([CH3:26])[O:24]3)[cH:5][n:6][c:7]1[C:8](=[O:9])[N:10]1[CH2:11][CH:12]([F:14])[CH2:13]1.[Na+:34].[OH-:33]>>[F:1][c:2]1[cH:3][c:4]([O:15][c:16]2[cH:17][c:18]([C:27](=[O:28])[OH:29])[cH:19][c:20]3[c:21]2[CH2:22][C:23]([CH3:25])([CH3:26])[O:24]3)[cH:5][n:6][c:7]1[C:8](=[O:9])[N:10]1[CH2:11][CH:12]([F:14])[CH2:13]1. Reported procedure: A mixture of 1-(benzo[b]thiophen-2-yl)-2-bromoethan-1-one (21.96 g), 2-imidazolidinethione (7.81 g) and ethanol (300 ml) was heated under reflux for 10 minutes. Acetic acid (150 ml) was added, then the mixture was heated under reflux for 18 hours and allowed to cool to ambient temperature. The resulting solid was collected by filtration, washed with ethanol (50 ml) and ether (50 ml), then dried in vacuo at 100° C. for 3 hours to give 3-(benzo[b]thiophen-2-yl)-5,6-dihydroimidazo[2,1-b]thiazole hy... Yields the product Br.S1C2=C(C=C1C=1N3C(SC1)=NCC3)C=CC=C2 (3-(benzo[b]thiophen-2-yl)-5,6-dihydroimidazo[2,1-b]thiazole hydrobromide). Reactants: S1C2=C(C=C1C(CBr)=O)C=CC=C2 (1-(benzo[b]thiophen-2-yl)-2-bromoethan-1-one), N1C(NCC1)=S (2-imidazolidinethione), C(C)O (ethanol). RXN SMILES: [S:1]1[C:5]([C:6](=O)[CH2:7][Br:8])=[CH:4][C:3]2[CH:10]=[CH:11][CH:12]=[CH:13][C:2]1=2.[NH:14]1[CH2:18][CH2:17][NH:16][C:15]1=[S:19].C(O)C>C(O)(=O)C>[BrH:8].[S:1]1[C:5]([C:6]2[N:16]3[CH2:17][CH2:18][N:14]=[C:15]3[S:19][CH:7]=2)=[CH:4][C:3]2[CH:10]=[CH:11][CH:12]=[CH:13][C:2]1=2 |f:4.5|. The yield is 75.6%. Run in C(C)(=O)O (Acetic acid). Starting materials: N#CC1CC(F)CN1C(=O)CNC12CCC(C(=O)O)(CC1)CC2, NC(=O)c1ccc(N)cc1. Product: N#CC1CC(F)CN1C(=O)CNC12CCC(C(=O)Nc3ccc(C(N)=O)cc3)(CC1)CC2. As a reaction SMILES: [C:1](=[O:2])([OH:3])[C:4]12[CH2:5][CH2:6][C:7]([NH:12][CH2:13][C:14](=[O:15])[N:16]3[CH:17]([C:22]#[N:23])[CH2:18][CH:19]([F:21])[CH2:20]3)([CH2:8][CH2:9]1)[CH2:10][CH2:11]2.[NH2:24][c:25]1[cH:26][cH:27][c:28]([C:29](=[O:30])[NH2:31])[cH:32][cH:33]1>>[C:1](=[O:2])([C:4]12[CH2:5][CH2:6][C:7]([NH:12][CH2:13][C:14](=[O:15])[N:16]3[CH:17]([C:22]#[N:23])[CH2:18][CH:19]([F:21])[CH2:20]3)([CH2:8][CH2:9]1)[CH2:10][CH2:11]2)[NH:24][c:25]1[cH:26][cH:27][c:28]([C:29](=[O:30])[NH2:31])[cH:32][cH:33]1. Starting materials: ClC=1C=CC2=C(CCC3=C(C2=O)C=CC=C3OC[C@@H]3OC(OC3)(C)C)C1 ((S)-8-chloro-1-(2,2-dimethyl-[1,3]dioxolan-4-ylmethoxy)-10,11-dihydrodibenzo[a,d]cyclohepten-5-one), FC1=C(N)C=CC(=C1)F (2,4-difluoroaniline), P (phosphine), O([Na])C(C)(C)C (NaOtert-Bu). The reagents and catalysts are CC(=O)[O-].CC(=O)[O-].[Pd+2] (Pd(OAc)2). Solvent: C1(=CC=CC=C1)C (toluene), C(C)(C)(C)O (tert-BuOH). The product is FC1=C(C=CC(=C1)F)NC=1C=CC2=C(CCC3=C(C2=O)C=CC=C3OC[C@@H]3OC(OC3)(C)C)C1 ((S)-8-(2,4-Difluorophenylamino)-1-(2,2-dimethyl-[1,3]dioxolan-4-ylmethoxy)-10,11-dihydrodibenzo[a,d]cyclohepten-5-one). Yield: 37.0%. RXN SMILES: Cl[C:2]1[CH:3]=[CH:4][C:5]2[C:11](=[O:12])[C:10]3[CH:13]=[CH:14][CH:15]=[C:16]([O:17][CH2:18][C@H:19]4[CH2:23][O:22][C:21]([CH3:25])([CH3:24])[O:20]4)[C:9]=3[CH2:8][CH2:7][C:6]=2[CH:26]=1.[F:27][C:28]1[CH:34]=[C:33]([F:35])[CH:32]=[CH:31][C:29]=1[NH2:30].P.O(C(C)(C)C)[Na]>C1(C)C=CC=CC=1.C(O)(C)(C)C.CC([O-])=O.CC([O-])=O.[Pd+2]>[F:27][C:28]1[CH:34]=[C:33]([F:35])[CH:32]=[CH:31][C:29]=1[NH:30][C:2]1[CH:3]=[CH:4][C:5]2[C:11](=[O:12])[C:10]3[CH:13]=[CH:14][CH:15]=[C:16]([O:17][CH2:18][C@H:19]4[CH2:23][O:22][C:21]([CH3:25])([CH3:24])[O:20]4)[C:9]=3[CH2:8][CH2:7][C:6]=2[CH:26]=1 |f:6.7.8|. Reported procedure: For the synthesis of the title compound, 0.50 g (0.0013 mol) of (S)-8-chloro-1-(2,2-dimethyl-[1,3]dioxolan-4-ylmethoxy)-10,11-dihydrodibenzo[a,d]cyclohepten-5-one, 0.17 g (0.0013 mol) of 2,4-difluoroaniline, 2 spatula tips of Pd(OAc)2, 0.14 g of phosphine ligand and 0.70 g (0.0073 mol) of NaOtert-Bu in 10 ml of toluene and 2 ml of tert-BuOH are reacted by method O.